This data is from the Open Reaction Database (ORD), a public repository of structured organic reaction records. The task is: describe an organic reaction: reactants, conditions, products, and yield The reactants are Fc1cc(-n2ncc3c(Br)c(Cl)ccc32)ccc1OCc1ccccc1, CC(C)c1cc(C(C)C)c(-c2ccccc2P(C(C)(C)C)C(C)(C)C)c(C(C)C)c1, CCOC(C)=O, C1COCCO1, Cl, [K+], [OH-], O. Product: Oc1c(Cl)ccc2c1cnn2-c1ccc(OCc2ccccc2)c(F)c1. RXN SMILES: [Br:1][c:2]1[c:3]2[cH:4][n:5][n:6](-[c:12]3[cH:13][c:14]([F:26])[c:15]([O:18][CH2:19][c:20]4[cH:21][cH:22][cH:23][cH:24][cH:25]4)[cH:16][cH:17]3)[c:7]2[cH:8][cH:9][c:10]1[Cl:11].[C:29]([P:30]([C:31]([CH3:32])([CH3:33])[CH3:34])[c:35]1[cH:36][cH:37][cH:38][cH:39][c:40]1-[c:41]1[c:42]([CH:43]([CH3:44])[CH3:45])[cH:46][c:47]([CH:48]([CH3:49])[CH3:50])[cH:51][c:52]1[CH:53]([CH3:54])[CH3:55])([CH3:56])([CH3:57])[CH3:58].[C:66]([O:67][CH2:68][CH3:69])(=[O:70])[CH3:71].[CH2:60]1[O:61][CH2:62][CH2:63][O:64][CH2:65]1.[ClH:59].[K+:28].[OH-:27].[OH2:72]>>[c:2]1([OH:27])[c:3]2[cH:4][n:5][n:6](-[c:12]3[cH:13][c:14]([F:26])[c:15]([O:18][CH2:19][c:20]4[cH:21][cH:22][cH:23][cH:24][cH:25]4)[cH:16][cH:17]3)[c:7]2[cH:8][cH:9][c:10]1[Cl:11].